From a dataset of the Open Reaction Database (ORD), a public repository of structured organic reaction records. describe an organic reaction: reactants, conditions, products, and yield Reactants: O1CCOC12CCC(CC2)(C(=O)OCC)C(=O)OCC (diethyl 1,4-dioxaspiro[4.5]decane-8,8-dicarboxylate), Intermediate 3, [H-].[Al+3].[Li+].[H-].[H-].[H-] (lithium aluminum hydride). The solvent is C1CCOC1 (THF), C1CCOC1 (THF). Reaction conditions: temperature 12.5 celsius, time 8 hour. Product: O1CCOC12CCC(CC2)(CO)CO (1,4-Dioxaspiro[4.5]decane-8,8-diyldimethanol). RXN SMILES: [H-].[Al+3].[Li+].[H-].[H-].[H-].[O:7]1[C:11]2([CH2:16][CH2:15][C:14]([C:22](OCC)=[O:23])([C:17](OCC)=[O:18])[CH2:13][CH2:12]2)[O:10][CH2:9][CH2:8]1>C1COCC1>[O:7]1[C:11]2([CH2:12][CH2:13][C:14]([CH2:17][OH:18])([CH2:22][OH:23])[CH2:15][CH2:16]2)[O:10][CH2:9][CH2:8]1 |f:0.1.2.3.4.5|. Procedure details: A 3-neck 1-L round bottom flask was equipped with a thermometer, dropping funnel and nitrogen inlet. Under an atmosphere of N2, a solution of 1M lithium aluminum hydride in THF (900 mL, 900 mmol) was added and cooled using a dry ice/acetone bath. To this was added drop-wise a solution of diethyl 1,4-dioxaspiro[4.5]decane-8,8-dicarboxylate, Intermediate 3, (128.7 g, 450 mmol) in THF (75 mL) over a period of 1 h while maintaining the internal temperature at 10-15° C. The mixture was left in the co...